describe an organic reaction: reactants, conditions, products, and yield From a dataset of the Open Reaction Database (ORD), a public repository of structured organic reaction records. Reactants: ClC1=CC(=NC2=C(C=C(C=C12)OC)[N+](=O)[O-])C(F)(F)F (4-chloro-6-methoxy-8-nitro-2-trifluoromethylquinoline). Reagents/catalysts: [Pd] (Pd). Run in C(C)O (ethanol). Run at time 4.5 hour. The product is NC=1C=C(C=C2C=CC(=NC12)C(F)(F)F)OC (8-amino-6-methoxy-2-trifluoromethylquinoline). Yield: 51.6%. As a reaction SMILES: Cl[C:2]1[C:11]2[C:6](=[C:7]([N+:14]([O-])=O)[CH:8]=[C:9]([O:12][CH3:13])[CH:10]=2)[N:5]=[C:4]([C:17]([F:20])([F:19])[F:18])[CH:3]=1>[Pd].C(O)C>[NH2:14][C:7]1[CH:8]=[C:9]([O:12][CH3:13])[CH:10]=[C:11]2[C:6]=1[N:5]=[C:4]([C:17]([F:18])([F:19])[F:20])[CH:3]=[CH:2]2. Procedure: A mixture of 3.1 g of (0.01 mole) of 4-chloro-6-methoxy-8-nitro-2-trifluoromethylquinoline, 75 ml of ethanol and 1 g of 5% Pd on CaCO3 was shaken on a Parr apparatus for 4.5 hr, at 50°-60°, under a hydrogen pressure of 70 psig. The yellow mixture was filtered and concentrated to dryness in vacuo. The residue was extracted with boiling ligroine (bp 90°-120° ) and the solvent was removed from the extract under reduced pressure. The residue was distilled to give 1.25 g (52%) of 8-amino-6-methoxy-2-... RXN SMILES: [F:1][C:2]([F:12])([F:11])[C:3]1[CH:10]=[CH:9][CH:8]=[CH:7][C:4]=1[CH:5]=O.[CH2:13]([O:15][C:16](=[O:21])[CH2:17][C:18](=[NH:20])[NH2:19])[CH3:14]>C(O)C>[CH2:13]([O:15][C:16]([C:17]1[CH:5]([C:4]2[CH:7]=[CH:8][CH:9]=[CH:10][C:3]=2[C:2]([F:12])([F:11])[F:1])[C:17]([C:16]([O:15][CH2:13][CH3:14])=[O:21])=[C:18]([NH2:19])[NH:20][C:18]=1[NH2:19])=[O:21])[CH3:14]. The solvent is C(C)O (ethanol), C(C)O (ethanol). Procedure details: Upon boiling a solution of 8.7 g 2-trifluoromethylbenzaldehyde and 13.0 g amidinoacetic acid ethyl ester in 150 ml of ethanol for two hours, 2,6-diamino-4-(2-trifluoromethylphenyl)-1,4-dihydropyridine-3,5-dicarboxylic acid diethyl ester of m.p. 191° C (ethanol) is obtained. Yield: 70.0%. The product is C(C)OC(=O)C1=C(NC(=C(C1C1=C(C=CC=C1)C(F)(F)F)C(=O)OCC)N)N (2,6-diamino-4-(2-trifluoromethylphenyl)-1,4-dihydropyridine-3,5-dicarboxylic acid diethyl ester). Starting materials: FC(C1=C(C=O)C=CC=C1)(F)F (2-trifluoromethylbenzaldehyde), C(C)OC(CC(N)=N)=O (amidinoacetic acid ethyl ester).